Dataset: the Open Reaction Database (ORD), a public repository of structured organic reaction records. Task: describe an organic reaction: reactants, conditions, products, and yield Product: C=CC(=O)N(c1ccc(F)cc1)c1nnc(C=Cc2ccc(-n3cnc(C)c3)c(OC)c2)o1. Reaction SMILES: [C:31]([CH:32]=[CH2:33])(=[O:34])[OH:35].[CH2:44]([Cl:45])[Cl:46].[CH2:47]1[O:48][CH2:49][CH2:50][CH2:51]1.[CH3:41][C:42]#[N:43].[CH3:52][N:53]([c:54]1[cH:55][cH:56][n:57][cH:58][cH:59]1)[CH3:60].[Cl-:30].[F:1][c:2]1[cH:3][cH:4][c:5]([NH:8][c:9]2[o:10][c:11]([CH:14]=[CH:15][c:16]3[cH:17][c:18]([O:28][CH3:29])[c:19](-[n:22]4[cH:23][n:24][c:25]([CH3:27])[cH:26]4)[cH:20][cH:21]3)[n:12][n:13]2)[cH:6][cH:7]1.[O:36]=[CH:37][N:38]([CH3:39])[CH3:40]>>[F:1][c:2]1[cH:3][cH:4][c:5]([N:8]([c:9]2[o:10][c:11]([CH:14]=[CH:15][c:16]3[cH:17][c:18]([O:28][CH3:29])[c:19](-[n:22]4[cH:23][n:24][c:25]([CH3:27])[cH:26]4)[cH:20][cH:21]3)[n:12][n:13]2)[C:31]([CH:32]=[CH2:33])=[O:34])[cH:6][cH:7]1. The reactants are C=CC(=O)O, ClCCl, C1CCOC1, CC#N, CN(C)c1ccncc1, [Cl-], COc1cc(C=Cc2nnc(Nc3ccc(F)cc3)o2)ccc1-n1cnc(C)c1, CN(C)C=O. Reactants: CS(=O)(=O)N (methanesulfonamide), C12(CCCCC2C1)COC1=CC(=C(C(=O)O)C=C1C1CC1)F (4-(bicyclo[4.1.0]-heptan-1-ylmethoxy)-5-cyclopropyl-2-fluorobenzoic acid), COCCS(=O)(=O)N (2-methoxyethanesulfonamide), C(#N)C1(C2CC3CC(CC1C3)C2)COC2=CC(=C(C(=O)O)C=C2C2CC2)F (4-((2-cyanoadamantan-2-yl)methoxy)-5-cyclopropyl-2-fluorobenzoic acid). The product is C12(CCCCC2C1)COC1=CC(=C(C(=O)NS(=O)(=O)CCOC)C=C1C1CC1)F (4-(bicyclo[4.1.0]heptan-1-ylmethoxy)-5-cyclopropyl-2-fluoro-N-((2-methoxyethyl)sulfonyl)benzamide). As a reaction SMILES: CS(N)(=O)=O.[CH3:6][O:7][CH2:8][CH2:9][S:10]([NH2:13])(=[O:12])=[O:11].C([C:16]1([CH2:26][O:27][C:28]2[C:36]([CH:37]3[CH2:39][CH2:38]3)=[CH:35][C:31]([C:32]([OH:34])=O)=[C:30]([F:40])[CH:29]=2)[CH:23]2[CH2:24][CH:19]3CC(C[CH:17]1[CH2:18]3)[CH2:22]2)#N.C12(COC3C(C4CC4)=CC(C(O)=O)=C(F)C=3)CC1CCCC2>>[C:16]12([CH2:26][O:27][C:28]3[C:36]([CH:37]4[CH2:38][CH2:39]4)=[CH:35][C:31]([C:32]([NH:13][S:10]([CH2:9][CH2:8][O:7][CH3:6])(=[O:12])=[O:11])=[O:34])=[C:30]([F:40])[CH:29]=3)[CH2:22][CH:23]1[CH2:24][CH2:19][CH2:18][CH2:17]2. Procedure details: Following the procedure as described in Example 332 Step 7 and making non-critical variations to replace methanesulfonamide with 2-methoxyethanesulfonamide and to replace 4-((2-cyanoadamantan-2-yl)methoxy)-5-cyclopropyl-2-fluorobenzoic acid with 4-(bicyclo[4.1.0]-heptan-1-ylmethoxy)-5-cyclopropyl-2-fluorobenzoic acid, the title compound was obtained following purification by reverse-phase HPLC as a colorless powder (0.035 g, 39%): 1H NMR (300 MHz, DMSO-d6) δ 11.87 (br s, 1H), 7.11 (d, J=8.3 Hz, ... Reactants: COC(N[C@@H](C(C)C)C(=O)N1[C@@H](CCC1)C=1NC=C(N1)C1=CC=C(C=C1)Br)=O (((S)-1-{(S)-2-[4-(4-bromo-phenyl)-1H-imidazol-2-yl]-pyrrolidine-1-carbonyl}-2-methyl-propyl)-carbamic acid methyl ester), CC1(OB(OC1(C)C)C1=CC=C(N)C=C1)C (4-(4,4,5,5-tetramethyl-1,3,2-dioxaborolan-2-yl)aniline), C([O-])([O-])=O.[Na+].[Na+] (sodium carbonate), C(C)(=O)OCC (ethyl acetate). Reagents/catalysts: C1=CC=C(C=C1)P([C-]2C=CC=C2)C3=CC=CC=C3.C1=CC=C(C=C1)P([C-]2C=CC=C2)C3=CC=CC=C3.Cl[Pd]Cl.[Fe+2] (Pd(dppf)2Cl2). Solvent: O1CCOCC1.O (dioxane water). Conditions: time 4 hour. Yields the product COC(N[C@@H](C(C)C)C(=O)N1[C@@H](CCC1)C=1NC=C(N1)C1=CC=C(C=C1)C1=CC=C(C=C1)N)=O (((S)-1-{(S)-2-[4-(4′-amino-biphenyl-4-yl)-1H-imidazol-2-yl]-pyrrolidine-1-carbonyl}-2-methyl-propyl)-carbamic acid methyl ester). Isolated yield 74.6%. As a reaction SMILES: [CH3:1][O:2][C:3](=[O:28])[NH:4][C@H:5]([C:9]([N:11]1[CH2:15][CH2:14][CH2:13][C@H:12]1[C:16]1[NH:17][CH:18]=[C:19]([C:21]2[CH:26]=[CH:25][C:24](Br)=[CH:23][CH:22]=2)[N:20]=1)=[O:10])[CH:6]([CH3:8])[CH3:7].CC1(C)C(C)(C)OB([C:37]2[CH:43]=[CH:42][C:40]([NH2:41])=[CH:39][CH:38]=2)O1.C(=O)([O-])[O-].[Na+].[Na+].C(OCC)(=O)C>O1CCOCC1.O.C1C=CC(P(C2C=CC=CC=2)[C-]2C=CC=C2)=CC=1.C1C=CC(P(C2C=CC=CC=2)[C-]2C=CC=C2)=CC=1.Cl[Pd]Cl.[Fe+2]>[CH3:1][O:2][C:3](=[O:28])[NH:4][C@H:5]([C:9]([N:11]1[CH2:15][CH2:14][CH2:13][C@H:12]1[C:16]1[NH:17][CH:18]=[C:19]([C:21]2[CH:26]=[CH:25][C:24]([C:37]3[CH:43]=[CH:42][C:40]([NH2:41])=[CH:39][CH:38]=3)=[CH:23][CH:22]=2)[N:20]=1)=[O:10])[CH:6]([CH3:8])[CH3:7] |f:2.3.4,6.7,8.9.10.11|. Procedure: To a solution of ((S)-1-{(S)-2-[4-(4-bromo-phenyl)-1H-imidazol-2-yl]-pyrrolidine-1-carbonyl}-2-methyl-propyl)-carbamic acid methyl ester (9.10 g, 20.34 mmol) in dioxane:water (3:1) (200 mL), was added 4-(4,4,5,5-tetramethyl-1,3,2-dioxaborolan-2-yl)aniline (4.9 g, 22.37 mmol), sodium carbonate (4.3 g, 40.68 mmol) and Pd(dppf)2Cl2 (0.83 g, 5%). The reaction mixture was warmed to reflux under nitrogen, stirred for 4 h, cooled to RT, filtered, and concentrated. The residue was extracted with ethyl a...